This data is from the Open Reaction Database (ORD), a public repository of structured organic reaction records. The task is: describe an organic reaction: reactants, conditions, products, and yield The reactants are C(C1=CC=CC=C1)OC1=CC=C(C=C1)C1=NSC(O1)=O (5-(4-benzyloxyphenyl)-[1,3,4]oxathiazol-2-one), C(#N)C(=O)OCC (ethyl cyanoformate). Run in ClC1=C(C=CC=C1)Cl (1,2-dichlorobenzene). Run at temperature 150 celsius. The product is C(C)OC(=O)C1=NC(=NS1)C1=CC=C(C=C1)OCC1=CC=CC=C1 (3-(4-Benzyloxyphenyl)-[1,2,4]thiadiazole-5-carboxylic acid ethyl ester). The yield is 68.0%. RXN SMILES: [CH2:1]([O:8][C:9]1[CH:14]=[CH:13][C:12]([C:15]2OC(=O)[S:17][N:16]=2)=[CH:11][CH:10]=1)[C:2]1[CH:7]=[CH:6][CH:5]=[CH:4][CH:3]=1.[C:21]([C:23]([O:25][CH2:26][CH3:27])=[O:24])#[N:22]>ClC1C=CC=CC=1Cl>[CH2:26]([O:25][C:23]([C:21]1[S:17][N:16]=[C:15]([C:12]2[CH:11]=[CH:10][C:9]([O:8][CH2:1][C:2]3[CH:7]=[CH:6][CH:5]=[CH:4][CH:3]=3)=[CH:14][CH:13]=2)[N:22]=1)=[O:24])[CH3:27]. Reported procedure: To a solution of 5-(4-benzyloxyphenyl)-[1,3,4]oxathiazol-2-one (0.31 g, 1.08 mmol) in 1,2-dichlorobenzene (2 ml) was added ethyl cyanoformate (0.43 ml, 4.35 mmol). The resulting reaction mixture was refluxed overnight at 150° C. After the completion of the reaction (TLC monitoring), added ice-cold water and extracted with ethyl acetate (3×50 ml). The combined organic layer was dried over Na2SO4, filtered and concentrated under vacuum, to get the product (0.250 g, 65%). MS ES+ (341.12). Reactants: O=C(n1ccnc1)n1ccnc1, ClCCl, CC(C)(C)OC(=O)N1CCN(c2ccc(OCC3(C)Cn4cc([N+](=O)[O-])nc4O3)cc2)CC1, OCc1ccc(Cl)cc1, CN(C)C=O, O, O=C(O)C(F)(F)F. Yields the product CC1(COc2ccc(N3CCN(C(=O)OCc4ccc(Cl)cc4)CC3)cc2)Cn2cc([N+](=O)[O-])nc2O1. As a reaction SMILES: [C:50]([n:51]1[cH:52][cH:53][n:54][cH:55]1)([n:56]1[cH:57][cH:58][n:59][cH:60]1)=[O:61].[CH2:62]([Cl:63])[Cl:64].[CH3:1][C:2]1([CH2:13][O:14][c:15]2[cH:16][cH:17][c:18]([N:21]3[CH2:22][CH2:23][N:24]([C:27](=[O:28])[O:29][C:30]([CH3:31])([CH3:32])[CH3:33])[CH2:25][CH2:26]3)[cH:19][cH:20]2)[CH2:3][n:4]2[c:5]([n:7][c:8]([N+:10](=[O:11])[O-:12])[cH:9]2)[O:6]1.[Cl:41][c:42]1[cH:43][cH:44][c:45]([CH2:46][OH:47])[cH:48][cH:49]1.[O:65]=[CH:66][N:67]([CH3:68])[CH3:69].[OH2:70].[OH:34][C:35]([C:36]([F:37])([F:38])[F:39])=[O:40]>>[CH3:1][C:2]1([CH2:13][O:14][c:15]2[cH:16][cH:17][c:18]([N:21]3[CH2:22][CH2:23][N:24]([C:27](=[O:28])[O:29][CH2:46][c:45]4[cH:44][cH:43][c:42]([Cl:41])[cH:49][cH:48]4)[CH2:25][CH2:26]3)[cH:19][cH:20]2)[CH2:3][n:4]2[c:5]([n:7][c:8]([N+:10](=[O:11])[O-:12])[cH:9]2)[O:6]1. The reactants are OCCCCCCCCOC1=CC=C(C=C1)CC#N ({4-[(8-hydroxyoctyl)oxy]phenyl}acetonitrile), COC=1C=C(C=O)C=CC1OC (3,4-dimethoxybenzaldehyde). Yields the product COC=1C=C(C=CC1OC)\C=C(/C#N)\C1=CC=C(C=C1)OCCCCCCCCO ((2Z)-3-(3,4-dimethoxyphenyl)-2-{4-[(8-hydroxyoctyl)oxy]phenyl}prop-2-enenitrile). The yield is 65.0%. Reaction SMILES: [OH:1][CH2:2][CH2:3][CH2:4][CH2:5][CH2:6][CH2:7][CH2:8][CH2:9][O:10][C:11]1[CH:16]=[CH:15][C:14]([CH2:17][C:18]#[N:19])=[CH:13][CH:12]=1.[CH3:20][O:21][C:22]1[CH:23]=[C:24]([CH:27]=[CH:28][C:29]=1[O:30][CH3:31])[CH:25]=O>>[CH3:20][O:21][C:22]1[CH:23]=[C:24](/[CH:25]=[C:17](/[C:14]2[CH:13]=[CH:12][C:11]([O:10][CH2:9][CH2:8][CH2:7][CH2:6][CH2:5][CH2:4][CH2:3][CH2:2][OH:1])=[CH:16][CH:15]=2)\[C:18]#[N:19])[CH:27]=[CH:28][C:29]=1[O:30][CH3:31]. Reported procedure: (2Z)-3-(3,4-dimethoxyphenyl)-2-{4-[(8-hydroxyoctyl)oxy]phenyl}prop-2-enenitrile is prepared starting from {4-[(8-hydroxyoctyl)oxy]phenyl}acetonitrile and commercial 3,4-dimethoxybenzaldehyde according the same procedure following for example 1 in 65% yield. This material proves chromatographically homogenous and displays spectral characteristics consistent with its assigned structure.